From a dataset of the Open Reaction Database (ORD), a public repository of structured organic reaction records. describe an organic reaction: reactants, conditions, products, and yield The reactants are C1(CCCCC1)N=C=NC1CCCCC1 (Dicyclohexylcarbodiimide), OC(C)(C1=CC=C(C=C1)C)P(O)O (1-hydroxy-1-p-tolylethylphosphonous acid), ClCC(C)O (1-chloro-2-propanol), CN(C)C1=NC=CC=C1 (dimethylaminopyridine). The solvent is O1CCCC1 (tetrahydrofuran), CCOCC (ether). Yields the product C(=O)(NC1CCCCC1)NC1CCCCC1 (dicylohexylurea). As a reaction SMILES: [OH:1]C(P(O)O)(C1C=CC(C)=CC=1)C.ClCC(O)C.CN(C1C=CC=CN=1)C.[CH:28]1([N:34]=[C:35]=[N:36][CH:37]2[CH2:42][CH2:41][CH2:40][CH2:39][CH2:38]2)[CH2:33][CH2:32][CH2:31][CH2:30][CH2:29]1>O1CCCC1.CCOCC>[C:35]([NH:34][CH:28]1[CH2:29][CH2:30][CH2:31][CH2:32][CH2:33]1)([NH:36][CH:37]1[CH2:42][CH2:41][CH2:40][CH2:39][CH2:38]1)=[O:1]. Procedure: 1-hydroxy-1-p-tolylethylphosphonous acid (0.2 g., 0.01M), 1-chloro-2-propanol (0,094 g., 0.01M) and dimethylaminopyridine (0.01 g) are stirred in tetrahydrofuran (5 ml.) at 5° C. Dicyclohexylcarbodiimide (0.23 g., 0.001M) is added portionwise over 1 hour. On completion of the reaction (monitored by 31P NMR) ether (10 ml) is added and the dicylohexylurea formed is filtered off. Evaporation of the filtrate gives an oil which is purified by chromatography on silica using 5% methanol in chloroform a... The reactants are COC1=CC(=C(C=C1)C1=NNC2=C(C=CC=C12)C(F)(F)F)C (3-(4-methoxy-2-methylphenyl)-7-(trifluoromethyl)-1H-indazole), [H-].[Na+] (sodium hydride), ICCC (iodopropane). Product: COC1=CC(=C(C=C1)C1=NN(C2=C(C=CC=C12)C(F)(F)F)CCC)C (3-(4-methoxy-2-methylphenyl)-1-propyl-7-(trifluoromethyl)-1H-indazole). Isolated yield 57.4%. Reaction SMILES: [CH3:1][O:2][C:3]1[CH:8]=[CH:7][C:6]([C:9]2[C:17]3[C:12](=[C:13]([C:18]([F:21])([F:20])[F:19])[CH:14]=[CH:15][CH:16]=3)[NH:11][N:10]=2)=[C:5]([CH3:22])[CH:4]=1.[H-].[Na+].I[CH2:26][CH2:27][CH3:28]>>[CH3:1][O:2][C:3]1[CH:8]=[CH:7][C:6]([C:9]2[C:17]3[C:12](=[C:13]([C:18]([F:21])([F:19])[F:20])[CH:14]=[CH:15][CH:16]=3)[N:11]([CH2:26][CH2:27][CH3:28])[N:10]=2)=[C:5]([CH3:22])[CH:4]=1 |f:1.2|. Reported procedure: Prepared according to Method D step B from 3-(4-methoxy-2-methylphenyl)-7-(trifluoromethyl)-1H-indazole (0.150 g, 0.49 mmol), sodium hydride (60% in oil, 0.025 g, 1.04 mmol) and iodopropane (0.07 mL, 0.7 mmol) to give the title compound (0.098 g) as a white solid.